From a dataset of the Open Reaction Database (ORD), a public repository of structured organic reaction records. describe an organic reaction: reactants, conditions, products, and yield Reactants: O=C[C@H](O)[C@@H](O)[C@H](O)[C@H](O)CO (D-glucose), NCCN1CCNCC1 (N-(β-aminoethyl)-piperazine). Yields the product N1(CCNCC1)CCNC[C@H](O)[C@@H](O)[C@H](O)[C@H](O)CO (N-(β-piperazino-ethyl)-glucamine). Reaction SMILES: O=[CH:2][C@@H:3]([C@H:5]([C@@H:7]([C@@H:9]([CH2:11][OH:12])[OH:10])[OH:8])[OH:6])[OH:4].[NH2:13][CH2:14][CH2:15][N:16]1[CH2:21][CH2:20][NH:19][CH2:18][CH2:17]1>>[N:16]1([CH2:15][CH2:14][NH:13][CH2:2][C@@H:3]([C@H:5]([C@@H:7]([C@@H:9]([CH2:11][OH:12])[OH:10])[OH:8])[OH:6])[OH:4])[CH2:21][CH2:20][NH:19][CH2:18][CH2:17]1. Reported procedure: The product was made from D-glucose and N-(β-aminoethyl)-piperazine comparable as in Example A. A resin-like, pale pink product was obtained.